The task is: describe an organic reaction: reactants, conditions, products, and yield. This data is from the Open Reaction Database (ORD), a public repository of structured organic reaction records. Reactants: O=C([O-])[O-], Cc1nc(C#Cc2ccnc(Cl)c2)c[nH]1, FC(F)(F)c1ccnc(Cl)n1, [K+], [K+], CN(C)C=O, O. Reaction SMILES: [C:16](=[O:17])([O-:18])[O-:19].[Cl:1][c:2]1[n:3][cH:4][cH:5][c:6]([C:8]#[C:9][c:10]2[n:11][c:12]([CH3:15])[nH:13][cH:14]2)[cH:7]1.[Cl:22][c:23]1[n:24][cH:25][cH:26][c:27]([C:29]([F:30])([F:31])[F:32])[n:28]1.[K+:20].[K+:21].[O:34]=[CH:35][N:36]([CH3:37])[CH3:38].[OH2:33]>>[Cl:1][c:2]1[n:3][cH:4][cH:5][c:6]([C:8]#[C:9][c:10]2[n:11][c:12]([CH3:15])[n:13](-[c:23]3[n:24][cH:25][cH:26][c:27]([C:29]([F:30])([F:31])[F:32])[n:28]3)[cH:14]2)[cH:7]1. The product is Cc1nc(C#Cc2ccnc(Cl)c2)cn1-c1nccc(C(F)(F)F)n1. Reactants: ClC=1C=C(N)C=C(C1OC(C(C(F)(F)F)(F)F)C)Cl (3,5-Dichloro-4-(1-methyl-2,2,3,3,3-pentafluoropropoxy)aniline), FC1=C(C(=O)N=C=O)C(=CC=C1)F (2.6-difluorobenzoyl isocyanate). The solvent is ClCCCl (1,2-dichloroethane). Product: FC1=C(C(=O)NC(=O)NC2=CC(=C(C(=C2)Cl)OC(C(C(F)(F)F)(F)F)C)Cl)C(=CC=C1)F (1-(2,6-difluorobenzoyl)-3-[3,5-dichloro-4-(1-methyl-2,2,3,3,3-pentafluoropropoxy)phenyl]urea). As a reaction SMILES: [Cl:1][C:2]1[CH:3]=[C:4]([CH:6]=[C:7]([Cl:19])[C:8]=1[O:9][CH:10]([CH3:18])[C:11]([F:17])([F:16])[C:12]([F:15])([F:14])[F:13])[NH2:5].[F:20][C:21]1[CH:31]=[CH:30][CH:29]=[C:28]([F:32])[C:22]=1[C:23]([N:25]=[C:26]=[O:27])=[O:24]>ClCCCl>[F:20][C:21]1[CH:31]=[CH:30][CH:29]=[C:28]([F:32])[C:22]=1[C:23]([NH:25][C:26]([NH:5][C:4]1[CH:3]=[C:2]([Cl:1])[C:8]([O:9][CH:10]([CH3:18])[C:11]([F:16])([F:17])[C:12]([F:14])([F:15])[F:13])=[C:7]([Cl:19])[CH:6]=1)=[O:27])=[O:24]. Reported procedure: 1.0 of 3,5-Dichloro-4-(1-methyl-2,2,3,3,3-pentafluoropropoxy)aniline was placed in a flask to which was added 15 mL of 1,2-dichloroethane. With stirring, 0.62 g 2.6-difluorobenzoyl isocyanate was added all at once to the mixture. The mixture was warmed to near reflux for one hour then cooled to room temperature and stirred overnight. It was then concentrated under vacuum to give 2.30 g crude product. The product was recrystallized from toluene, giving 208 mg of 1-(2,6-difluorobenzoyl)-3-[3,5-dic... Starting materials: C(C)OC(C(CC(C1=CC=CC=C1)=O)=O)=O (2,4-dioxo-4-phenyl-butyric acid ethyl ester), Cl.NO (hydroxylamine hydrochloride). The solvent is CO (methanol). The product is COC(=O)C1=NOC(=C1)C1=CC=CC=C1 (5-phenyl-isoxazole-3-carboxylic acid methyl ester). Yield: 78.6%. Reaction SMILES: [CH2:1]([O:3][C:4](=[O:16])[C:5](=O)[CH2:6][C:7](=[O:14])[C:8]1[CH:13]=[CH:12][CH:11]=[CH:10][CH:9]=1)C.Cl.[NH2:18]O>CO>[CH3:1][O:3][C:4]([C:5]1[CH:6]=[C:7]([C:8]2[CH:13]=[CH:12][CH:11]=[CH:10][CH:9]=2)[O:14][N:18]=1)=[O:16] |f:1.2|. Procedure details: To a stirred solution of 2,4-dioxo-4-phenyl-butyric acid ethyl ester (3.86 g, 0.01754 mole) in methanol (78 mL) was added hydroxylamine hydrochloride (3.657 g, 0.0526 mole) at ambient temperature. The resulting mixture was then heated to reflux overnight. Volatiles were then removed by evaporation and the resulting residue was diluted with water and the product extracted with chloroform. The chloroform layer was collected and washed with brine solution, dried over sodium sulfate and concentrated... The reactants are [BH4-], CCOC(=O)c1cnn(C(C)C(=O)c2ccccc2)c1N, CCO, [Na+]. The product is CCOC(=O)c1cnn(C(C)C(O)c2ccccc2)c1N. RXN SMILES: [BH4-:22].[CH2:1]([CH3:2])[O:3][C:4](=[O:5])[c:6]1[cH:7][n:8][n:9]([CH:12]([C:13]([c:14]2[cH:15][cH:16][cH:17][cH:18][cH:19]2)=[O:20])[CH3:21])[c:10]1[NH2:11].[CH3:24][CH2:25][OH:26].[Na+:23]>>[CH2:1]([CH3:2])[O:3][C:4](=[O:5])[c:6]1[cH:7][n:8][n:9]([CH:12]([CH:13]([c:14]2[cH:15][cH:16][cH:17][cH:18][cH:19]2)[OH:20])[CH3:21])[c:10]1[NH2:11].